Dataset: the Open Reaction Database (ORD), a public repository of structured organic reaction records. Task: describe an organic reaction: reactants, conditions, products, and yield The reactants are C(CCC)[Li] (n-butyl lithium), BrC1=C(C=C2C(=N1)CCCCC2)C (2-bromo-6,7,8,9-tetrahydro 3-methyl-5H-cyclohepta[b]pyridine), O (Water), ClC=1C=C(C=O)C=CC1 (3-chlorobenzaldehyde). Run in CCCCCC (n-hexane), C1(=CC=CC=C1)C (toluene), C1(=CC=CC=C1)C (toluene), C1(=CC=CC=C1)C (toluene). Conditions: time 0.25 hour. The product is ClC=1C=C(C=CC1)C(O)C1=C(C=C2C(=N1)CCCCC2)C (1-(3-Chlorophenyl)-1-(6,7,8,9-tetrahydro-3-methyl-5H-cyclohepta[b]pyrid 2-yl)methanol). The yield is 57.2%. As a reaction SMILES: C([Li])CCC.Br[C:7]1[N:12]=[C:11]2[CH2:13][CH2:14][CH2:15][CH2:16][CH2:17][C:10]2=[CH:9][C:8]=1[CH3:18].[Cl:19][C:20]1[CH:21]=[C:22]([CH:25]=[CH:26][CH:27]=1)[CH:23]=[O:24].O>CCCCCC.C1(C)C=CC=CC=1>[Cl:19][C:20]1[CH:21]=[C:22]([CH:23]([C:7]2[N:12]=[C:11]3[CH2:13][CH2:14][CH2:15][CH2:16][CH2:17][C:10]3=[CH:9][C:8]=2[CH3:18])[OH:24])[CH:25]=[CH:26][CH:27]=1. Reported procedure: To a solution of 1.6M n-butyl lithium in n-hexane (16.5 ml) in toluene (20 ml) at -20° C. under nitrogen was added a solution of 2-bromo-6,7,8,9-tetrahydro 3-methyl-5H-cyclohepta[b]pyridine (6.0 g, 0.025 m) in toluene (30 ml). The reaction mixture was kept at -20° C. for 0.25 hours and then blown over into a cooled solution of 3-chlorobenzaldehyde (3.7 g) in toluene (30 ml) at -20° C., and allowed to warm to room temperature. Water was added and the separated organic phase extracted with 2N hydr... Reactants: C(C)OC(CO[C@@H]1CC[C@H](CC1)N1C=2N(C(=C(C1=O)CC1=CC(=C(C=C1)C1=C(C=CC=C1)C#N)F)CCC)N=CC2)=O (ethyl[(trans-4-{6-[(2′-cyano-2-fluorobiphenyl-4-yl)methyl]-5-oxo-7-propylpyrazolo[1,5-a]pyrimidin-4(5H)-yl}cyclohexyl)oxy]acetate), C[Mg]Br (methylmagnesium bromide), C(C)(=O)OCC (ethyl acetate). Run in O1CCCC1 (tetrahydrofuran). Reaction conditions: time 3 hour. Product: FC1=C(C=CC(=C1)CC=1C(N(C=2N(C1CCC)N=CC2)[C@@H]2CC[C@H](CC2)OCC(C)(C)O)=O)C=2C(=CC=CC2)C#N (2′-fluoro-4′-({4-[trans-4-(2-hydroxy-2-methylpropoxy)cyclohexyl]-5-oxo-7-propyl-4,5-dihydropyrazolo[1,5-a]pyrimidin-6-yl}methyl)biphenyl-2-carbonitrile). Yield: 72.0%. As a reaction SMILES: C(OC(=O)[CH2:5][O:6][C@H:7]1[CH2:12][CH2:11][C@H:10]([N:13]2[C:18](=[O:19])[C:17]([CH2:20][C:21]3[CH:26]=[CH:25][C:24]([C:27]4[CH:32]=[CH:31][CH:30]=[CH:29][C:28]=4[C:33]#[N:34])=[C:23]([F:35])[CH:22]=3)=[C:16]([CH2:36][CH2:37][CH3:38])[N:15]3[N:39]=[CH:40][CH:41]=[C:14]23)[CH2:9][CH2:8]1)C.[CH3:43][Mg]Br.C([O:49][CH2:50][CH3:51])(=O)C>O1CCCC1>[F:35][C:23]1[CH:22]=[C:21]([CH2:20][C:17]2[C:18](=[O:19])[N:13]([C@H:10]3[CH2:11][CH2:12][C@H:7]([O:6][CH2:5][C:50]([OH:49])([CH3:51])[CH3:43])[CH2:8][CH2:9]3)[C:14]3[N:15]([N:39]=[CH:40][CH:41]=3)[C:16]=2[CH2:36][CH2:37][CH3:38])[CH:26]=[CH:25][C:24]=1[C:27]1[C:28]([C:33]#[N:34])=[CH:29][CH:30]=[CH:31][CH:32]=1. Procedure details: To a solution of ethyl[(trans-4-{6-[(2′-cyano-2-fluorobiphenyl-4-yl)methyl]-5-oxo-7-propylpyrazolo[1,5-a]pyrimidin-4(5H)-yl}cyclohexyl)oxy]acetate (0.33 g) in tetrahydrofuran (3 mL) was added dropwise methylmagnesium bromide (1 M tetrahydrofuran solution, 1.74 mL) at 0° C., and the mixture was stirred for 3 hr. To the reaction mixture were added ethyl acetate and then saturated aqueous ammonium chloride solution, and the mixture was extracted with ethyl acetate. The organic layer was washed with... Reported procedure: To tetrahydrofuran (6 ml) is added sodium hydride (60%) (390 mg) under nitrogen atmosphere, followed by an addition dropwise of benzyl alcohol (1.01 ml) under water-cooling, and the mixture is stirred at the same temperature for 30 minutes. To this reaction mixture is added a mixture of (3-fluoro-5-trifluoromethyl-benzyl)-(5′-isopropyl-2′-methoxy-4-trifluoromethyl-biphenyl-2-ylmethyl)-(5-morpholin-4-yl-pyrimidin-2-yl)-amine (430 mg) and tetrahydrofuran (4 ml) and the mixture is stirred under nit... As a reaction SMILES: O1CCCC1.[H-].[Na+].[CH2:8]([OH:15])[C:9]1[CH:14]=[CH:13][CH:12]=[CH:11][CH:10]=1.F[C:17]1[CH:18]=[C:19]([CH:56]=[C:57]([C:59]([F:62])([F:61])[F:60])[CH:58]=1)[CH2:20][N:21]([CH2:34][C:35]1[CH:40]=[C:39]([C:41]([F:44])([F:43])[F:42])[CH:38]=[CH:37][C:36]=1[C:45]1[CH:50]=[C:49]([CH:51]([CH3:53])[CH3:52])[CH:48]=[CH:47][C:46]=1[O:54][CH3:55])[C:22]1[N:27]=[CH:26][C:25]([N:28]2[CH2:33][CH2:32][O:31][CH2:30][CH2:29]2)=[CH:24][N:23]=1>[Cl-].[Na+].O>[CH2:8]([O:15][C:17]1[CH:18]=[C:19]([CH:56]=[C:57]([C:59]([F:62])([F:60])[F:61])[CH:58]=1)[CH2:20][N:21]([CH2:34][C:35]1[CH:40]=[C:39]([C:41]([F:42])([F:43])[F:44])[CH:38]=[CH:37][C:36]=1[C:45]1[CH:50]=[C:49]([CH:51]([CH3:53])[CH3:52])[CH:48]=[CH:47][C:46]=1[O:54][CH3:55])[C:22]1[N:27]=[CH:26][C:25]([N:28]2[CH2:29][CH2:30][O:31][CH2:32][CH2:33]2)=[CH:24][N:23]=1)[C:9]1[CH:14]=[CH:13][CH:12]=[CH:11][CH:10]=1 |f:1.2,5.6.7|. Run in [Cl-].[Na+].O (brine). Product: C(C1=CC=CC=C1)OC=1C=C(CN(C2=NC=C(C=N2)N2CCOCC2)CC2=C(C=CC(=C2)C(F)(F)F)C2=C(C=CC(=C2)C(C)C)OC)C=C(C1)C(F)(F)F ((3-benzyloxy-5-trifluoromethyl-benzyl)-(5′-isopropyl-2′-methoxy-4-trifluoromethyl-biphenyl-2-ylmethyl)-(5-morpholin-4-yl-pyrimidin-2-yl)-amine). Reaction conditions: time 30 minute. Reactants: O1CCCC1 (tetrahydrofuran), [H-].[Na+] (sodium hydride), FC=1C=C(CN(C2=NC=C(C=N2)N2CCOCC2)CC2=C(C=CC(=C2)C(F)(F)F)C2=C(C=CC(=C2)C(C)C)OC)C=C(C1)C(F)(F)F ((3-fluoro-5-trifluoromethyl-benzyl)-(5′-isopropyl-2′-methoxy-4-trifluoromethyl-biphenyl-2-ylmethyl)-(5-morpholin-4-yl-pyrimidin-2-yl)-amine), O1CCCC1 (tetrahydrofuran), C(C1=CC=CC=C1)O (benzyl alcohol). Starting materials: CO, C[O-], CN(C)C=O, CCOC(C)=O, COC(=O)c1cc2ccsc2cc1F, [Na+], O. Product: COC(=O)c1cc2ccsc2cc1OC. Reaction SMILES: [CH3:15][OH:16].[CH3:17][O-:18].[CH3:21][N:22]([CH3:23])[CH:24]=[O:25].[CH3:26][CH2:27][O:28][C:29](=[O:30])[CH3:31].[F:1][c:2]1[c:3]([C:11](=[O:12])[O:13][CH3:14])[cH:4][c:5]2[c:6]([s:7][cH:8][cH:9]2)[cH:10]1.[Na+:19].[OH2:20]>>[c:2]1([O:16][CH3:15])[c:3]([C:11](=[O:12])[O:13][CH3:14])[cH:4][c:5]2[c:6]([s:7][cH:8][cH:9]2)[cH:10]1. Reactants: C(CCC)C1=NC2=C(N1CC1=CC=C(C=C1)C=1C(=CC=CC1)C(=O)OC(C)(C)C)C=C(C=C2)OC(=O)NC2CCCCC2 (tert.butyl 4'-[(2-n-butyl-6-cyclohexylaminocarbonyloxy-benzimidazol-1-yl)-methyl]biphenyl-2-carboxylate), FC(C(=O)O)(F)F (trifluoroacetic acid). The solvent is C(Cl)Cl (methylene chloride). Product: C(CCC)C1=NC2=C(N1CC1=CC=C(C=C1)C=1C(=CC=CC1)C(=O)O)C=C(C=C2)OC(=O)NC2CCCCC2 (4'-[(2-n-Butyl-6-cyclohexylaminocarbonyloxy-benzimidazol-1-yl)-methyl]biphenyl-2-carboxylic acid). RXN SMILES: [CH2:1]([C:5]1[N:9]([CH2:10][C:11]2[CH:16]=[CH:15][C:14]([C:17]3[C:18]([C:23]([O:25]C(C)(C)C)=[O:24])=[CH:19][CH:20]=[CH:21][CH:22]=3)=[CH:13][CH:12]=2)[C:8]2[CH:30]=[C:31]([O:34][C:35]([NH:37][CH:38]3[CH2:43][CH2:42][CH2:41][CH2:40][CH2:39]3)=[O:36])[CH:32]=[CH:33][C:7]=2[N:6]=1)[CH2:2][CH2:3][CH3:4].FC(F)(F)C(O)=O>C(Cl)Cl>[CH2:1]([C:5]1[N:9]([CH2:10][C:11]2[CH:16]=[CH:15][C:14]([C:17]3[C:18]([C:23]([OH:25])=[O:24])=[CH:19][CH:20]=[CH:21][CH:22]=3)=[CH:13][CH:12]=2)[C:8]2[CH:30]=[C:31]([O:34][C:35]([NH:37][CH:38]3[CH2:43][CH2:42][CH2:41][CH2:40][CH2:39]3)=[O:36])[CH:32]=[CH:33][C:7]=2[N:6]=1)[CH2:2][CH2:3][CH3:4]. Procedure: Prepared in analogous manner to Example 9 from tert.butyl 4'-[(2-n-butyl-6-cyclohexylaminocarbonyloxy-benzimidazol-1-yl)-methyl]biphenyl-2-carboxylate and trifluoroacetic acid in methylene chloride. Reactants: CN(C)C=O, COC(=O)CCc1c(-c2ccc(Cl)cc2)[nH]c2ncc(Cl)cc12, [H-], CI, [Na+], O. The product is COC(=O)CCc1c(-c2ccc(Cl)cc2)n(C)c2ncc(Cl)cc12. RXN SMILES: [CH3:29][N:30]([CH3:31])[CH:32]=[O:33].[Cl:3][c:4]1[cH:5][c:6]2[c:7]([n:8][cH:9]1)[nH:10][c:11](-[c:19]1[cH:20][cH:21][c:22]([Cl:25])[cH:23][cH:24]1)[c:12]2[CH2:13][CH2:14][C:15](=[O:16])[O:17][CH3:18].[H-:1].[I:26][CH3:27].[Na+:2].[OH2:28]>>[Cl:3][c:4]1[cH:5][c:6]2[c:7]([n:8][cH:9]1)[n:10]([CH3:27])[c:11](-[c:19]1[cH:20][cH:21][c:22]([Cl:25])[cH:23][cH:24]1)[c:12]2[CH2:13][CH2:14][C:15](=[O:16])[O:17][CH3:18]. The reactants are C(C)(C)(C)OC(=O)N1CC(CC1)N(CC1=CC=C(C=C1)Cl)CC(N)=O (3-[carbamoylmethyl-(4-chloro-benzyl)-amino]-pyrrolidine-1-carboxylic acid tert-butyl ester), FC(C(=O)O)(F)F (trifluoroacetic acid). Run in ClCCl (dichloromethane). Run at time 2 hour. Product: ClC1=CC=C(CN(CC(=O)N)C2CNCC2)C=C1 (2-[(4-Chloro-benzyl)-pyrrolidin-3-yl-amino]-acetamide). As a reaction SMILES: C(OC([N:8]1[CH2:12][CH2:11][CH:10]([N:13]([CH2:22][C:23](=[O:25])[NH2:24])[CH2:14][C:15]2[CH:20]=[CH:19][C:18]([Cl:21])=[CH:17][CH:16]=2)[CH2:9]1)=O)(C)(C)C.FC(F)(F)C(O)=O>ClCCl>[Cl:21][C:18]1[CH:19]=[CH:20][C:15]([CH2:14][N:13]([CH:10]2[CH2:11][CH2:12][NH:8][CH2:9]2)[CH2:22][C:23]([NH2:24])=[O:25])=[CH:16][CH:17]=1. Procedure: A solution of 3-[carbamoylmethyl-(4-chloro-benzyl)-amino]-pyrrolidine-1-carboxylic acid tert-butyl ester (0.49 g, 1.32 mmol) in dichloromethane cooled at 0° C. was treated with trifluoroacetic acid (20%). The resulting mixture was warmed to room temperature and stirred for 2 h. The reaction mixture was concentrated in vacuo, diluted with ethyl acetate and free based with 10% aqueous sodium bicarbonate. The combined organics were dried over sodium sulfate. The product was used without any further...